From a dataset of the Open Reaction Database (ORD), a public repository of structured organic reaction records. describe an organic reaction: reactants, conditions, products, and yield Reactants: ClC1=CC=C(C=C1)OC (4-chloroanisole), FC1=CC=C(N)C=C1 (4-fluoroaniline), CC(C)(C)[O-].[Na+] (NaOt-Bu), O(CCCC)CCCC (Bu2O). Run at temperature 110 celsius. The product is FC1=CC=C(NC2=CC=C(C=C2)OC)C=C1 (4-fluoro-N-(4-methoxyphenyl)aniline). Yield: 96.2%. As a reaction SMILES: Cl[C:2]1[CH:7]=[CH:6][C:5]([O:8][CH3:9])=[CH:4][CH:3]=1.[F:10][C:11]1[CH:17]=[CH:16][C:14]([NH2:15])=[CH:13][CH:12]=1.CC([O-])(C)C.[Na+].O(CCCC)CCCC>>[F:10][C:11]1[CH:17]=[CH:16][C:14]([NH:15][C:2]2[CH:7]=[CH:6][C:5]([O:8][CH3:9])=[CH:4][CH:3]=2)=[CH:13][CH:12]=1 |f:2.3|. Procedure details: Following general procedure E, a mixture of 4-chloroanisole (123 μL, 1.0 mmol), 4-fluoroaniline (114 μL, 1.2 mmol), NaOt-Bu (115 mg, 1.2 mmol), 10 (0.08 mg, 0.01 mol %), 1 (0.05 mg, 0.01 mol %), and Bu2O (1 mL) was heated to 110° C. for 1 h. The crude product was purified via the Biotage SP4 (silica-packed 25+M; 0-30% EtOAc/hexanes) to provide the title compound as a white solid (209 mg, 94%), mp 59-60° C. 1H NMR (300 MHz, CDCl3) δ: 7.03-6.86 (m, 8H), 5.41 (s, 1H), 3.81 (s, 3H) ppm. 13C NMR (75 ... Reactants: FC1=C(C=C2NC(C=3N(C2=C1)C(NN3)=O)=O)[N+](=O)[O-] (8-fluoro-7-nitro[1,2,4]triazolo[4,3-a]quinoxaline-1,4(2H,5H)-dione), C(C)(C)C=1NC=CN1 (2-isopropylimidazole). The product is C(C)(C)C=1N(C=CN1)C1=C(C=C2NC(C=3N(C2=C1)C(NN3)=O)=O)[N+](=O)[O-] (8-(2-Isopropyl-1H-imidazol-1-yl)-7-nitro [1,2,4]triazolo[4,3-a]quinoxaline-1,4(2H,5H)-dione). As a reaction SMILES: F[C:2]1[CH:11]=[C:10]2[C:5]([NH:6][C:7](=[O:16])[C:8]3[N:9]2[C:12](=[O:15])[NH:13][N:14]=3)=[CH:4][C:3]=1[N+:17]([O-:19])=[O:18].[CH:20]([C:23]1[NH:24][CH:25]=[CH:26][N:27]=1)([CH3:22])[CH3:21]>>[CH:20]([C:23]1[N:24]([C:2]2[CH:11]=[C:10]3[C:5]([NH:6][C:7](=[O:16])[C:8]4[N:9]3[C:12](=[O:15])[NH:13][N:14]=4)=[CH:4][C:3]=2[N+:17]([O-:19])=[O:18])[CH:25]=[CH:26][N:27]=1)([CH3:22])[CH3:21]. Procedure details: The title compound was prepared from 8-fluoro-7-nitro[1,2,4]triazolo[4,3-a]quinoxaline-1,4(2H,5H)-dione and 2-isopropylimidazole by a method analogous to the method described in example 11. M.p. 240° C. decomp. Reactants: C(=O)([O-])[O-].[K+].[K+] (K2CO3), FC1=C(C=C(C=C1)C1=NN(C(=C1)C1=CC=CC=C1)CC(=O)O)C (3-(4-fluoro-3-methyl-phenyl)-5-phenyl-pyrazol-1-yl acetic acid), N1(CCNCC1)C1=NC=CC=N1 (2-(1-piperazinyl)-pyrimidine), CCN(C(C)C)C(C)C (DIPEA). Solvent: C(Cl)Cl (CH2Cl2), CN(C)C=O (DMF). Conditions: time 15 minute. Yields the product FC1=C(C=C(C=C1)C1=NN(C(=C1)C1=CC=CC=C1)CC(=O)N1CCN(CC1)C1=NC=CC=N1)C (2-(3-(4-Fluoro-3-methyl-phenyl)-5-phenyl-pyrazol-1-yl)-1-(4-(2-pyrimidinyl)-1-piperazinyl)-ethanon). RXN SMILES: [F:1][C:2]1[CH:7]=[CH:6][C:5]([C:8]2[CH:12]=[C:11]([C:13]3[CH:18]=[CH:17][CH:16]=[CH:15][CH:14]=3)[N:10]([CH2:19][C:20](O)=[O:21])[N:9]=2)=[CH:4][C:3]=1[CH3:23].CCN(C(C)C)C(C)C.[N:33]1([C:39]2[N:44]=[CH:43][CH:42]=[CH:41][N:40]=2)[CH2:38][CH2:37][NH:36][CH2:35][CH2:34]1.C([O-])([O-])=O.[K+].[K+]>CN(C=O)C.C(Cl)Cl>[F:1][C:2]1[CH:7]=[CH:6][C:5]([C:8]2[CH:12]=[C:11]([C:13]3[CH:14]=[CH:15][CH:16]=[CH:17][CH:18]=3)[N:10]([CH2:19][C:20]([N:36]3[CH2:37][CH2:38][N:33]([C:39]4[N:40]=[CH:41][CH:42]=[CH:43][N:44]=4)[CH2:34][CH2:35]3)=[O:21])[N:9]=2)=[CH:4][C:3]=1[CH3:23] |f:3.4.5|. Reported procedure: 50 mg 3-(4-fluoro-3-methyl-phenyl)-5-phenyl-pyrazol-1-yl acetic acid was dissolved in 2 mL DMF. 83 mg PFTU and 33 μL DIPEA were added to this solution and the mixture was stirred for 15 min at RT. Then, 25 μL 2-(1-piperazinyl)-pyrimidine was added and stirring was continued for 8 h. Then, 1 mL of a K2CO3 solution (5%) and 10 mL CH2Cl2 were added, the organic phase was separated and washed two times with water. The solvent was removed and the residue was crystallized from ACN to yield 46 mg of th... The reactants are NC1=C(C=CC=2NN=NC21)[N+](=O)[O-] (4-amino-5-nitrobenzotriazole). The reagents and catalysts are [Pd] (palladium-on-charcoal). Solvent: C(C)O (ethanol), Cl (hydrochloric acid). Yields the product NC1=C(C=CC=2NN=NC21)N (4,5-diamino-benzotriazole). The yield is 117.3%. RXN SMILES: [NH2:1][C:2]1[C:10]2[N:9]=[N:8][NH:7][C:6]=2[CH:5]=[CH:4][C:3]=1[N+:11]([O-])=O>C(O)C.Cl.[Pd]>[NH2:1][C:2]1[C:10]2[N:9]=[N:8][NH:7][C:6]=2[CH:5]=[CH:4][C:3]=1[NH2:11]. Reported procedure: A suspension of 4-amino-5-nitrobenzotriazole (0.72 g, 4 mmol) in 100 ml of ethanol and 1 ml of conc. hydrochloric acid was hydrogenated at atmospheric pressure and room temperature for 6 h in the presence of 100 mg of 5% palladium-on-charcoal. The mixture was filtered and the catalyst was washed with about 50 ml of water. The combined filtrate was evaporated to dryness giving 0.70 g of the 4,5-diamino-benzotriazole as an hydrochloride. A solution of the crude diamino compound in 40 ml of 4M hydr... Starting materials: BrC=1C=CC2=C(C=3N(CCO2)C=C(N3)C3=NC=NN3C(C)C)C1 (10-bromo-2-(1-isopropyl-1H-1,2,4-triazol-5-yl)-5,6-dihydrobenzo[f]imidazo[1,2-d][1,4]oxazepine), CC1(OB(OC1(C)C)C=1C=NN(C1)C(=O)OC(C)(C)C)C (tert-butyl 4-(4,4,5,5-tetramethyl-1,3,2-dioxaborolan-2-yl)-1H-pyrazole-1-carboxylate). Product: C(C)(C)N1N=CN=C1C=1N=C2N(CCOC3=C2C=C(C=C3)C=3C=NNC3)C1 (2-(1-isopropyl-1H-1,2,4-triazol-5-yl)-10-(1H-pyrazol-4-yl)-5,6-dihydrobenzo[f]imidazo[1,2-d][1,4]oxazepine). As a reaction SMILES: Br[C:2]1[CH:3]=[CH:4][C:5]2[O:11][CH2:10][CH2:9][N:8]3[CH:12]=[C:13]([C:15]4[N:19]([CH:20]([CH3:22])[CH3:21])[N:18]=[CH:17][N:16]=4)[N:14]=[C:7]3[C:6]=2[CH:23]=1.CC1(C)C(C)(C)OB([C:32]2[CH:33]=[N:34][N:35](C(OC(C)(C)C)=O)[CH:36]=2)O1>>[CH:20]([N:19]1[C:15]([C:13]2[N:14]=[C:7]3[C:6]4[CH:23]=[C:2]([C:32]5[CH:33]=[N:34][NH:35][CH:36]=5)[CH:3]=[CH:4][C:5]=4[O:11][CH2:10][CH2:9][N:8]3[CH:12]=2)=[N:16][CH:17]=[N:18]1)([CH3:22])[CH3:21]. Reported procedure: Following Example 182, 10-bromo-2-(1-isopropyl-1H-1,2,4-triazol-5-yl)-5,6-dihydrobenzo[f]imidazo[1,2-d][1,4]oxazepine 187 was coupled with tert-butyl 4-(4,4,5,5-tetramethyl-1,3,2-dioxaborolan-2-yl)-1H-pyrazole-1-carboxylate to give 160. MS: 362.3. 1H NMR (400 MHz, DMSO) δ 8.57 (t, J=4.0, 1H), 7.99-7.94 (m, 4H), 7.56 (dt, J=11.2, 5.6, 1H), 7.06 (t, J=8.6, 1H), 5.81 (p, J=6.6, 1H), 4.53 (d, J=9.5, 4H), 1.53 (d, J=6.6, 7H). Starting materials: FC=1C(=CC=C(C1)O)[N+](=O)[O-] (5-fluoro-4-nitrophenol), CC(C)O (propan-2-ol), C1(=CC=CC=C1)P(C1=NC=CC=C1)C1=CC=CC=C1 (diphenyl-2-pyridylphosphine), N(=NC(=O)OC(C)(C)C)C(=O)OC(C)(C)C (di-tert-butyl azodicarboxylate), Cl.C(C)OCC (HCl diethyl ether). Solvent: O1CCCC1 (tetrahydrofuran). Reaction conditions: time 22 hour. The product is FC1=C(C=CC(=C1)OC(C)C)[N+](=O)[O-] (2-Fluoro-4-[(1-methylethyl)oxy]-1-nitrobenzene). Yield: 69.3%. As a reaction SMILES: [F:1][C:2]1[C:3]([N+:9]([O-:11])=[O:10])=[CH:4][CH:5]=[C:6]([OH:8])[CH:7]=1.[CH3:12][CH:13](O)[CH3:14].C1(P(C2C=CC=CC=2)C2C=CC=CN=2)C=CC=CC=1.N(C(OC(C)(C)C)=O)=NC(OC(C)(C)C)=O.Cl.C(OCC)C>O1CCCC1>[F:1][C:2]1[CH:7]=[C:6]([O:8][CH:13]([CH3:14])[CH3:12])[CH:5]=[CH:4][C:3]=1[N+:9]([O-:11])=[O:10] |f:4.5|. Procedure details: A mixture of 5-fluoro-4-nitrophenol (314 mg, 2.0 mmol), propan-2-ol (120 mg, 2.0 mmol), diphenyl-2-pyridylphosphine (789 mg, 3.0 mmol) and di-tert-butyl azodicarboxylate (691 mg, 3.0 mmol) in tetrahydrofuran (15 ml) was stirred at room temperature under argon for 22 hrs. The mixture was treated with 1M HCl/diethyl ether (15 ml) and stirred at room temperature for 2 hrs, then concentrated under vacuum and the residue dissolved in diethyl ether (10 ml), treated with 5M HCl acid and stirred for 2 h...